The task is: describe an organic reaction: reactants, conditions, products, and yield. This data is from the Open Reaction Database (ORD), a public repository of structured organic reaction records. The product is FC(F)(F)c1sc2c(c1Cl)CCNCC2. As a reaction SMILES: [CH2:1]([O:2][C:3](=[O:4])[N:6]1[CH2:7][CH2:8][c:9]2[c:10]([c:13]([Cl:20])[c:14]([C:16]([F:17])([F:18])[F:19])[s:15]2)[CH2:11][CH2:12]1)[CH3:5].[Cl:26][CH2:27][Cl:28].[I:21][Si:22]([CH3:23])([CH3:24])[CH3:25]>>[NH:6]1[CH2:7][CH2:8][c:9]2[c:10]([c:13]([Cl:20])[c:14]([C:16]([F:17])([F:18])[F:19])[s:15]2)[CH2:11][CH2:12]1. Starting materials: CCOC(=O)N1CCc2sc(C(F)(F)F)c(Cl)c2CC1, ClCCl, C[Si](C)(C)I. Reactants: [N+](=O)([O-])C1=CC=C(OCCN2C=NC=C2)C=C1 (1-(2-(4-nitrophenoxy)ethyl)-1H-imidazole). The reagents and catalysts are [Pd] (palladium on carbon). Run in C(C)O (ethanol). Yields the product N1(C=NC=C1)CCOC1=CC=C(C=C1)N (4-[2-(1H-imidazol-1-yl)ethoxy]benzenamine). Yield: 958.8%. Reaction SMILES: [N+:1]([C:4]1[CH:17]=[CH:16][C:7]([O:8][CH2:9][CH2:10][N:11]2[CH:15]=[CH:14][N:13]=[CH:12]2)=[CH:6][CH:5]=1)([O-])=O>C(O)C.[Pd]>[N:11]1([CH2:10][CH2:9][O:8][C:7]2[CH:16]=[CH:17][C:4]([NH2:1])=[CH:5][CH:6]=2)[CH:15]=[CH:14][N:13]=[CH:12]1. Reported procedure: 1-(Hydroxyethyl)imidazole (5.30 g; 47.3 mmol) was dissolved in anhydrous THF (50 mL) and cooled in an ice-bath. Sodium hydride (2.08 g of a 60 wt % dispersion in oil, 52.0 mmol) was added in portions over 10 min. The ice-bath was removed, and the mixture was stirred at room temperature for 20 min. A solution of 1-fluoro-4-nitrobenzene (5.0 mL, 47.2 mmol) in anhydrous THF (10 mL) was added over 5 min and the mixture stirred for a further 1.5 hr. Water (a few mL) was cautiously added and the mixtu... Reactants: CCN=C=NCCCN(C)C, COc1ccc2nc(N)sc2n1, CN1CCN(S(=O)(=O)c2ccc(C(CC3CCCC3)C(=O)O)cc2)CC1, ClCCl, Cl, CN(C)C=O, O, O, On1nnc2ccccc21. Product: COc1ccc2nc(NC(=O)C(CC3CCCC3)c3ccc(S(=O)(=O)N4CCN(C)CC4)cc3)sc2n1. Reaction SMILES: [CH3:38][CH2:39][N:40]=[C:41]=[N:42][CH2:43][CH2:44][CH2:45][N:46]([CH3:47])[CH3:48].[CH3:50][O:51][c:52]1[cH:53][cH:54][c:55]2[c:56]([n:57]1)[s:58][c:59]([NH2:61])[n:60]2.[CH:1]1([CH2:6][CH:7]([C:8](=[O:9])[OH:10])[c:11]2[cH:12][cH:13][c:14]([S:17](=[O:18])(=[O:19])[N:20]3[CH2:21][CH2:22][N:23]([CH3:26])[CH2:24][CH2:25]3)[cH:15][cH:16]2)[CH2:2][CH2:3][CH2:4][CH2:5]1.[Cl:62][CH2:63][Cl:64].[ClH:49].[O:65]=[CH:66][N:67]([CH3:68])[CH3:69].[OH2:37].[OH2:70].[OH:27][n:28]1[c:29]2[c:30]([cH:31][cH:32][cH:33][cH:34]2)[n:35][n:36]1>>[CH:1]1([CH2:6][CH:7]([C:8](=[O:10])[NH:61][c:59]2[s:58][c:56]3[c:55]([cH:54][cH:53][c:52]([O:51][CH3:50])[n:57]3)[n:60]2)[c:11]2[cH:12][cH:13][c:14]([S:17](=[O:18])(=[O:19])[N:20]3[CH2:21][CH2:22][N:23]([CH3:26])[CH2:24][CH2:25]3)[cH:15][cH:16]2)[CH2:2][CH2:3][CH2:4][CH2:5]1.